From a dataset of the Open Reaction Database (ORD), a public repository of structured organic reaction records. describe an organic reaction: reactants, conditions, products, and yield The reactants are O(C1=CC=C(C=C1)O)C1=CC=C(C=C1)O (4,4′-Oxydiphenol), IC(C)C (2-iodopropane), [OH-].[K+] (potassium hydroxide). The solvent is O (H2O), C(C)O (ethanol). Product: C(C)(C)OC1=CC=C(OC2=CC=C(C=C2)O)C=C1 (4-(4-isopropoxyphenoxy)phenol). The yield is 44.0%. As a reaction SMILES: [O:1]([C:9]1[CH:14]=[CH:13][C:12]([OH:15])=[CH:11][CH:10]=1)[C:2]1[CH:7]=[CH:6][C:5]([OH:8])=[CH:4][CH:3]=1.I[CH:17]([CH3:19])[CH3:18].[OH-].[K+]>C(O)C.O>[CH:17]([O:8][C:5]1[CH:6]=[CH:7][C:2]([O:1][C:9]2[CH:14]=[CH:13][C:12]([OH:15])=[CH:11][CH:10]=2)=[CH:3][CH:4]=1)([CH3:19])[CH3:18] |f:2.3|. Procedure: 4,4′-Oxydiphenol (3.68 g, 0.018 mmoL) and 2-iodopropane (1.82 mL, 0.018 mmoL) were dissolved in ethanol (3 mL) and heated at reflux. It was then treated with a solution of potassium hydroxide (0.0012 g, 0.019 mmoL) dissolved in H2O (3 mL) by addition over 10 min. The reaction was refluxed for 1 hr then it was concentrated in vacuo. The residue was dissolved in diethyl ether (50 mL) and washed with brine (1×50 mL). The organic layer was dried (MgSO4), filtered and concentrated in vacuo. The crude... The reactants are ClC(=O)OC(C)Cl (1-Chloroethyl chloroformate), C(CCCCCCCCCCCCCCCCC)O (1-octadecanol), N1=CC=CC=C1 (Pyridine). The solvent is C(Cl)(Cl)Cl (chloroform). Reaction conditions: time 24 hour. The product is C(OC(C)Cl)(OCCCCCCCCCCCCCCCCCC)=O (1-Chloroethyl octadecyl carbonate). Reaction SMILES: Cl[C:2]([O:4][CH:5]([Cl:7])[CH3:6])=[O:3].[CH2:8]([OH:26])[CH2:9][CH2:10][CH2:11][CH2:12][CH2:13][CH2:14][CH2:15][CH2:16][CH2:17][CH2:18][CH2:19][CH2:20][CH2:21][CH2:22][CH2:23][CH2:24][CH3:25].N1C=CC=CC=1>C(Cl)(Cl)Cl>[C:2](=[O:3])([O:26][CH2:8][CH2:9][CH2:10][CH2:11][CH2:12][CH2:13][CH2:14][CH2:15][CH2:16][CH2:17][CH2:18][CH2:19][CH2:20][CH2:21][CH2:22][CH2:23][CH2:24][CH3:25])[O:4][CH:5]([Cl:7])[CH3:6]. Reported procedure: 1-Chloroethyl chloroformate (7.15 g, 50 mmol) and 1-octadecanol (13.53 g, 50 mmol) were suspended in chloroform (100 ml) at 0° C. Pyridine (3.96 g, 50 mmol) was added dropwise during 20 minutes, maintaining the temperature below 10° C. After stirring at room temperature for 24 hours the reaction mixture was washed four times with 1N hydrochloric acid, once with a saturated sodium bicarbonate solution and finally twice with water. The organic solution was dried with magnesium sulphate and the sol... Starting materials: CCN1c2ncccc2C(OS(=O)(=O)C(F)(F)F)=Nc2c(C)cc(C)nc21, CNC, CCOC(C)=O. Yields the product CCN1c2ncccc2C(N(C)C)=Nc2c(C)cc(C)nc21. As a reaction SMILES: [CH3:1][c:2]1[cH:3][c:4]([CH3:27])[c:5]2[c:11]([n:12]1)[N:10]([CH2:13][CH3:14])[c:9]1[c:8]([cH:18][cH:17][cH:16][n:15]1)[C:7]([O:19][S:20]([C:21]([F:22])([F:23])[F:24])(=[O:25])=[O:26])=[N:6]2.[CH3:28][NH:29][CH3:30].[CH3:31][CH2:32][O:33][C:34](=[O:35])[CH3:36]>>[CH3:1][c:2]1[cH:3][c:4]([CH3:27])[c:5]2[c:11]([n:12]1)[N:10]([CH2:13][CH3:14])[c:9]1[c:8]([cH:18][cH:17][cH:16][n:15]1)[C:7]([N:29]([CH3:28])[CH3:30])=[N:6]2. Starting materials: C1(=CC=CC=C1)S(=O)(=O)Cl (Benzenesulfonyl chloride), [OH-].[Na+] (NaOH), N1C=C2CNC(C=3C=CC=C1C23)=O (3,4-Dihydropyrrolo[4,3,2-de]isoquinolin-5(1H)-one), Intermediate 1. The solvent is C(Cl)Cl (DCM). Run at time 2 hour. Yields the product C1(=CC=CC=C1)S(=O)(=O)N1C=C2CNC(C=3C=CC=C1C23)=O (1-(Phenylsulfonyl)-3,4-dihydropyrrolo[4,3,2-de]isoquinolin-5(1H)-one). Reaction SMILES: [C:1]1([S:7](Cl)(=[O:9])=[O:8])[CH:6]=[CH:5][CH:4]=[CH:3][CH:2]=1.[OH-].[Na+].[NH:13]1[C:23]2[C:24]3[C:15]([CH2:16][NH:17][C:18](=[O:25])[C:19]=3[CH:20]=[CH:21][CH:22]=2)=[CH:14]1>C(Cl)Cl>[C:1]1([S:7]([N:13]2[C:23]3[C:24]4[C:15]([CH2:16][NH:17][C:18](=[O:25])[C:19]=4[CH:20]=[CH:21][CH:22]=3)=[CH:14]2)(=[O:9])=[O:8])[CH:6]=[CH:5][CH:4]=[CH:3][CH:2]=1 |f:1.2|. Procedure details: Benzenesulfonyl chloride (140 mg, 0.79 mmol), NBu4HSO4 (24 mg, 0.07 mmol) and 4M aq. NaOH (2 mL) were, in that order, added to 3,4-Dihydropyrrolo[4,3,2-de]isoquinolin-5(1H)-one, Intermediate 1 (124 mg, 0.72 mmol) in DCM (10 mL). The reaction was stirred at room temperature for 2 h and then extracted with water and DCM (×2). The product seems to be only partially soluble in DCM and some solid material in the water layer was filtered off and added to the DCM layer, which was concentrated and dried... Starting materials: Cc1ccc(S(=O)c2cccc(-c3nc(=O)c4ccccc4s3)n2)cc1, ClC(Cl)Cl, O=C(OO)c1cccc(Cl)c1. The product is Cc1ccc(S(=O)(=O)c2cccc(-c3nc(=O)c4ccccc4s3)n2)cc1. Reaction SMILES: [CH3:12][c:13]1[cH:14][cH:15][c:16]([S:19](=[O:20])[c:21]2[cH:22][cH:23][cH:24][c:25](-[c:27]3[s:28][c:29]4[c:30]([c:31](=[O:33])[n:32]3)[cH:34][cH:35][cH:36][cH:37]4)[n:26]2)[cH:17][cH:18]1.[CH:38]([Cl:39])([Cl:40])[Cl:41].[OH:1][O:2][C:3]([c:4]1[cH:5][c:6]([Cl:7])[cH:8][cH:9][cH:10]1)=[O:11]>>[O:1]=[S:19]([c:16]1[cH:15][cH:14][c:13]([CH3:12])[cH:18][cH:17]1)(=[O:20])[c:21]1[cH:22][cH:23][cH:24][c:25](-[c:27]2[s:28][c:29]3[c:30]([c:31](=[O:33])[n:32]2)[cH:34][cH:35][cH:36][cH:37]3)[n:26]1. Reactants: COc1ccc(C2(C#N)CCC(=O)CC2)cc1OC, [K+], [OH-], O, OCCO. Product: COc1ccc(C2(C(=O)O)CCC(=O)CC2)cc1OC. RXN SMILES: [C:1](#[N:2])[C:3]1([c:10]2[cH:11][c:12]([O:18][CH3:19])[c:13]([O:16][CH3:17])[cH:14][cH:15]2)[CH2:4][CH2:5][C:6](=[O:9])[CH2:7][CH2:8]1.[K+:21].[OH-:20].[OH2:26].[OH:22][CH2:23][CH2:24][OH:25]>>[C:1]([C:3]1([c:10]2[cH:11][c:12]([O:18][CH3:19])[c:13]([O:16][CH3:17])[cH:14][cH:15]2)[CH2:4][CH2:5][C:6](=[O:9])[CH2:7][CH2:8]1)(=[O:20])[OH:22]. The reactants are CC=1C=C(C(=O)O)C=C(C1OCCCC#C)C (3,5-dimethyl-4-(3-ethynylpropoxy)benzoic acid), C(=O)(N1C=NC=C1)N1C=NC=C1 (carbonyldiimidazole), [OH-].[NH4+] (ammonium hydroxide). Run in O1CCCC1 (tetrahydrofuran). Conditions: time 2 hour. Product: CC=1C=C(C(=O)N)C=C(C1OCCCC#C)C (3,5-dimethyl-4-(3-ethynylpropoxy)benzamide). Yield: 100.4%. Reaction SMILES: [CH3:1][C:2]1[CH:3]=[C:4]([CH:8]=[C:9]([CH3:17])[C:10]=1[O:11][CH2:12][CH2:13][CH2:14][C:15]#[CH:16])[C:5](O)=[O:6].C(N1C=CN=C1)([N:20]1C=CN=C1)=O.[OH-].[NH4+]>O1CCCC1>[CH3:1][C:2]1[CH:3]=[C:4]([CH:8]=[C:9]([CH3:17])[C:10]=1[O:11][CH2:12][CH2:13][CH2:14][C:15]#[CH:16])[C:5]([NH2:20])=[O:6] |f:2.3|. Procedure details: To a solution of 4.7 g 3,5-dimethyl-4-(3-ethynylpropoxy)benzoic acid in 100 ml dry tetrahydrofuran was added 3.7 g carbonyldiimidazole and the mixture was stirred 2 hrs. at room temperature. To the latter was added 10 ml concentrated ammonium hydroxide, and the mixture was stirred for 30 min., poured onto water and extracted with ethyl acetate. The organic layer was dried (MgSO4), filtered and concentrated to give 4.7 g 3,5-dimethyl-4-(3-ethynylpropoxy)benzamide, m.p. 81°-84° C.